Dataset: the Open Reaction Database (ORD), a public repository of structured organic reaction records. Task: describe an organic reaction: reactants, conditions, products, and yield The reactants are C(=O)C=1NC2=CC=CC=C2C1 (formyl indole), [N+](=O)([O-])C (nitromethane), Zn(Hg) HCl. The product is NCCC=1NC2=CC=CC=C2C1 (2-(2-aminoethyl) indole). Reaction SMILES: [CH:1]([C:3]1[NH:4][C:5]2[C:10]([CH:11]=1)=[CH:9][CH:8]=[CH:7][CH:6]=2)=O.[N+:12]([CH3:15])([O-])=O>>[NH2:12][CH2:15][CH2:1][C:3]1[NH:4][C:5]2[C:10]([CH:11]=1)=[CH:9][CH:8]=[CH:7][CH:6]=2. Procedure details: A process disclosed in U.S. patent application Ser. No. 10/302,636 for making 4-{3-[1-benzhydryl-5-chloro-2-(2-{[3,4-dichlorobenzyl)sulfonyl]amino}ethyl)-1H-indol-3-yl]propyl}benzoic acid may be summarized as follows: methyl-4-iodobenzoate is reacted with allyl alcohol to provide 4-(3-Oxo-propyl)-benzoic acid methyl ester, which is then reacted with 5-chloro-2-methylindole to yield 4-[3-(5-chloro-2-methylindol-3-yl)propyl]benzoic acid methyl ester; this product is reacted with benzhydryl bromide...